Dataset: the Open Reaction Database (ORD), a public repository of structured organic reaction records. Task: describe an organic reaction: reactants, conditions, products, and yield The reactants are C(C)(=O)OCC (Ethyl acetate), BrC1=CC(=C(C(=C1)F)N)F (4-bromo-2,6-difluorobenzenamine), C(C1=CC=CC=C1)Br (benzyl bromide), C([O-])(O)=O.[K+] (potassium bicarbonate), CN(C=O)C (N,N-dimethylformamide). Product: C(C1=CC=CC=C1)N(C1=C(C=C(C=C1F)Br)F)CC1=CC=CC=C1 (N,N-dibenzyl-4-bromo-2,6-difluorobenzenamine). As a reaction SMILES: [Br:1][C:2]1[CH:7]=[C:6]([F:8])C(N)=[C:4]([F:10])[CH:3]=1.[CH2:11](Br)[C:12]1[CH:17]=[CH:16][CH:15]=[CH:14][CH:13]=1.C(=O)(O)[O-].[K+].C(O[CH2:28][CH3:29])(=O)C.[CH3:30][N:31]([CH3:34])C=O>>[CH2:11]([N:31]([CH2:34][C:29]1[CH:28]=[CH:4][CH:3]=[CH:2][CH:7]=1)[C:30]1[C:4]([F:10])=[CH:3][C:2]([Br:1])=[CH:7][C:6]=1[F:8])[C:12]1[CH:17]=[CH:16][CH:15]=[CH:14][CH:13]=1 |f:2.3|. Procedure details: A mixture of the product of Example 16A (1.1 g, 5.3 mmol), benzyl bromide (949 mg, 0.66 ml) and potassium bicarbonate (1.46 mg, 10.6 mmol) in N,N-dimethylformamide (3 mL) was stirred at ambient temperature until TLC indicated no starting material remained. Ethyl acetate was added, and the mixture was washed with water and brine and dried over anhydrous sodium sulfate. After filtration and concentration, the residue was purified by flash chromatography on silica gel (200-300 mesh) eluting with 10...